This data is from the Open Reaction Database (ORD), a public repository of structured organic reaction records. The task is: describe an organic reaction: reactants, conditions, products, and yield The reactants are C1(=CC=CC=C1)P(C1=CC=CC=C1)C1=CC=CC=C1 (triphenylphosphine), C(C)(C)(C)OC(=O)N1CCC(CC1)C=O (1-(t-butoxycarbonyl)-4-formylpiperidine), CCOCC (ether), C(Br)(Br)(Br)Br (carbon tetrabromide). Run in C(Cl)Cl (methylene chloride), C(Cl)Cl (methylene chloride), hexanes, C(Cl)Cl (methylene chloride). Run at time 40 minute. Yields the product C(C)(C)(C)OC(=O)N1CCC(CC1)C=C(Br)Br (1-(t-Butoxycarbonyl)-4-(2,2-dibromoethen-1-yl)piperidine). Yield: 79.8%. As a reaction SMILES: [C:1]([Br:5])(Br)(Br)[Br:2].C1(P(C2C=CC=CC=2)C2C=CC=CC=2)C=CC=CC=1.[C:25]([O:29][C:30]([N:32]1[CH2:37][CH2:36][CH:35]([CH:38]=O)[CH2:34][CH2:33]1)=[O:31])([CH3:28])([CH3:27])[CH3:26].CCOCC>C(Cl)Cl>[C:25]([O:29][C:30]([N:32]1[CH2:37][CH2:36][CH:35]([CH:38]=[C:1]([Br:5])[Br:2])[CH2:34][CH2:33]1)=[O:31])([CH3:28])([CH3:26])[CH3:27]. Procedure details: A solution of 48.615 g (146.6 mmole) carbon tetrabromide in 150 mL methylene chloride was added dropwise with stirring to a solution of 76.895 g (293.2 mmole) triphenylphosphine in 150 mL methylene chloride in a 1-L rb flask with ice bath cooling over 1.75 h. After 40 minutes, a solution of 15.631 g (73.29 mmole) 1-(t-butoxycarbonyl)-4-formylpiperidine (from Step B2 above) in 100 mL methylene chloride was added to the resulting brown suspension with stirring and cooling over 40 minutes. After on... Starting materials: CC(C)(C)c1ccc(N=C=O)cc1, CCCCc1ccc(C#Cc2ccc(CNCc3ccc(OCC(=O)OC)cc3)cc2)cc1, C1COCCN1, ClCCl. Product: CCCCc1ccc(C#Cc2ccc(CN(Cc3ccc(OCC(=O)OC)cc3)C(=O)Nc3ccc(C(C)(C)C)cc3)cc2)cc1. As a reaction SMILES: [C:34]([CH3:35])([CH3:36])([CH3:37])[c:38]1[cH:39][cH:40][c:41]([N:44]=[C:45]=[O:46])[cH:42][cH:43]1.[CH2:1]([CH2:2][CH2:3][CH3:4])[c:5]1[cH:6][cH:7][c:8]([C:11]#[C:12][c:13]2[cH:14][cH:15][c:16]([CH2:17][NH:18][CH2:19][c:20]3[cH:21][cH:22][c:23]([O:24][CH2:25][C:26](=[O:27])[O:28][CH3:29])[cH:30][cH:31]3)[cH:32][cH:33]2)[cH:9][cH:10]1.[CH2:47]1[NH:48][CH2:49][CH2:50][O:51][CH2:52]1.[Cl:53][CH2:54][Cl:55]>>[CH2:1]([CH2:2][CH2:3][CH3:4])[c:5]1[cH:6][cH:7][c:8]([C:11]#[C:12][c:13]2[cH:14][cH:15][c:16]([CH2:17][N:18]([CH2:19][c:20]3[cH:21][cH:22][c:23]([O:24][CH2:25][C:26](=[O:27])[O:28][CH3:29])[cH:30][cH:31]3)[C:45]([NH:44][c:41]3[cH:40][cH:39][c:38]([C:34]([CH3:35])([CH3:36])[CH3:37])[cH:43][cH:42]3)=[O:46])[cH:32][cH:33]2)[cH:9][cH:10]1. Reactants: C=C(C)C, COCCOC, [Na+], [OH-], O=S(=O)(O)O, O=C(O)CNc1cccs1. Yields the product CC(C)(C)OC(=O)CNc1cccs1. RXN SMILES: [CH2:16]=[C:17]([CH3:18])[CH3:19].[CH2:22]([CH2:23][O:24][CH3:25])[O:26][CH3:27].[Na+:21].[OH-:20].[S:11](=[O:12])(=[O:13])([OH:14])[OH:15].[s:1]1[c:2]([NH:6][CH2:7][C:8](=[O:9])[OH:10])[cH:3][cH:4][cH:5]1>>[s:1]1[c:2]([NH:6][CH2:7][C:8](=[O:9])[O:10][C:17]([CH3:16])([CH3:18])[CH3:19])[cH:3][cH:4][cH:5]1. Reactants: CN1C=CC=C1 (1-methylpyrrole), C(C)(=O)C1=C(N=C(S1)C)C (5-acetyl-2,4-dimethylthiazole), C(CCC)[Li] (n-Butyllithium), CN(C)CCN(C)C (TMEDA). Solvent: C(C)OCC (diethyl ether), C(C)OCC (diethyl ether). Reaction conditions: time 5 minute. Yields the product CC=1SC(=C(N1)C)C(C)(O)C=1N(C=CC1)C (1-(2,4-Dimethyl-5-thiazolyl)-1-(1-methyl-2-pyrrolyl)ethanol). Reaction SMILES: C([Li])CCC.CN(CCN(C)C)C.[CH3:14][N:15]1[CH:19]=[CH:18][CH:17]=[CH:16]1.[C:20]([C:23]1[S:27][C:26]([CH3:28])=[N:25][C:24]=1[CH3:29])(=[O:22])[CH3:21]>C(OCC)C>[CH3:28][C:26]1[S:27][C:23]([C:20]([C:16]2[N:15]([CH3:14])[CH:19]=[CH:18][CH:17]=2)([OH:22])[CH3:21])=[C:24]([CH3:29])[N:25]=1. Reported procedure: n-Butyllithium (2.5M solution in hexanes, 20 ml) in dry diethyl ether was cooled to -70° C. under dry nitrogen and TMEDA (5.8 g) was added. After 5 minutes, 1-methylpyrrole (5.4 g) in diethyl ether was added dropwise. After a further 15 minutes, 5-acetyl-2,4-dimethylthiazole (4.5 ml) was added dropwise. After 30 minutes the mixture was allowed to warm to room temperature and was then worked up in the usual fashion. The product is CCN(CC)CC1CCNC1. Reaction SMILES: [CH2:1]([CH3:2])[N:3]([CH2:4][CH:5]1[CH2:6][N:7]([CH2:10][c:11]2[cH:12][cH:13][cH:14][cH:15][cH:16]2)[CH2:8][CH2:9]1)[CH2:17][CH3:18].[CH3:21][OH:22].[H:19][H:20]>>[CH2:1]([CH3:2])[N:3]([CH2:4][CH:5]1[CH2:6][NH:7][CH2:8][CH2:9]1)[CH2:17][CH3:18]. The reactants are CCN(CC)CC1CCN(Cc2ccccc2)C1, CO, [H][H]. Starting materials: O.[SH-].[Na+] (sodium hydrosulphide hydrate), ClC1=CC(N(C(N1C)=O)C)=O (6-Chloro-1,3-dimethylpyrimidine-2,4(1H,3H)-dione). RXN SMILES: O.[SH-:2].[Na+].Cl[C:5]1[N:10]([CH3:11])[C:9](=[O:12])[N:8]([CH3:13])[C:7](=[O:14])[CH:6]=1>O.C(Cl)(Cl)Cl.C(O)C>[SH:2][C:5]1[N:10]([CH3:11])[C:9](=[O:12])[N:8]([CH3:13])[C:7](=[O:14])[CH:6]=1 |f:0.1.2|. Reaction conditions: time 8 hour. Product: SC1=CC(N(C(N1C)=O)C)=O (6-Mercapto-1,3-dimethylpyrimidine-2,4(1H,3H)-dione). The solvent is O (water), C(Cl)(Cl)Cl (chloroform), C(C)O (ethanol), O (water). Isolated yield 99.8%. Reported procedure: A solution of sodium hydrosulphide hydrate (74.77 g, 1335.243 mmol) in water (125 ml) was added dropwise to a stirred solution of Step 1 (50.0 g, 286.532 mmol) in chloroform (250 ml) and ethanol (636 ml) in an ice water bath, and the mixture was stirred at room temperature overnight. The reaction mixture was evaporated to dryness in vacuo at room temperature. The residue obtained was dissolved in water (100 ml) and extracted with dichloromethane (2×100 ml). The aqueous layer was acidified with 1... Reactants: ClC1=CC(=CC(=N1)C(=O)OCC)C (ethyl 6-chloro-4-methyl-pyridine-2-carboxylate). The reagents and catalysts are C=1C=CC(=CC1)[P](C=2C=CC=CC2)(C=3C=CC=CC3)[Pd]([P](C=4C=CC=CC4)(C=5C=CC=CC5)C=6C=CC=CC6)([P](C=7C=CC=CC7)(C=8C=CC=CC8)C=9C=CC=CC9)[P](C=1C=CC=CC1)(C=1C=CC=CC1)C=1C=CC=CC1 (Pd(PPh3)4). Run in COCCOC (DME), C(=O)([O-])[O-].[K+].[K+] (K2CO3), C(C)OCC (diethyl ether). Run at temperature 80 celsius, time 6 hour. Product: C(C)OC(=O)C1=NC(=CC(=C1)C)C=C(C)C (4-methyl-6-(2-methyl-propenyl)-pyridine-2-carboxylic acid ethyl ester). Isolated yield 64.0%. Reaction SMILES: Cl[C:2]1[N:7]=[C:6]([C:8]([O:10][CH2:11][CH3:12])=[O:9])[CH:5]=[C:4]([CH3:13])[CH:3]=1>COCCOC.C([O-])([O-])=O.[K+].[K+].C(OCC)C.C1C=CC([P]([Pd]([P](C2C=CC=CC=2)(C2C=CC=CC=2)C2C=CC=CC=2)([P](C2C=CC=CC=2)(C2C=CC=CC=2)C2C=CC=CC=2)[P](C2C=CC=CC=2)(C2C=CC=CC=2)C2C=CC=CC=2)(C2C=CC=CC=2)C2C=CC=CC=2)=CC=1>[CH2:11]([O:10][C:8]([C:6]1[CH:5]=[C:4]([CH3:13])[CH:3]=[C:2]([CH:3]=[C:4]([CH3:13])[CH3:5])[N:7]=1)=[O:9])[CH3:12] |f:2.3.4,^1:34,36,55,74|. Reported procedure: To a solution of ethyl 6-chloro-4-methyl-pyridine-2-carboxylate (500 mg, 2.51 mmol) and 2,4,6-tris-(2-methyl-propenyl)-cyclotriboroxane pyridine complex (814 mg, 2.51 mmol) in DME (32 mL), 2 M aq. K2CO3 (12 mL) solution is added. The mixture is degassed and put under argon before Pd(PPh3)4 (52 mg, 0.045 mmol) is added. The mixture is stirred at 80° C. for 6 h before it is cooled to rt, diluted with diethyl ether (50 mL) and washed with sat. aq. NaHCO3 (2×30 mL) solution. The org. extract is drie...